This data is from the Open Reaction Database (ORD), a public repository of structured organic reaction records. The task is: describe an organic reaction: reactants, conditions, products, and yield Reactants: CC[SiH](CC)CC, Cc1cc(C2=NOC(c3cc(Cl)c(Cl)c(Cl)c3)(C(F)(F)F)C2)oc1C=O, Cc1ccccc1, NC(=O)C1CC1, O=C(O)C(F)(F)F. The product is Cc1cc(C2=NOC(c3cc(Cl)c(Cl)c(Cl)c3)(C(F)(F)F)C2)oc1CNC(=O)C1CC1. RXN SMILES: [CH2:40]([SiH:41]([CH2:42][CH3:43])[CH2:44][CH3:45])[CH3:46].[CH3:1][c:2]1[c:3]([CH:25]=[O:26])[o:4][c:5]([C:7]2=[N:8][O:9][C:10]([C:12]([F:13])([F:14])[F:15])([c:16]3[cH:17][c:18]([Cl:24])[c:19]([Cl:23])[c:20]([Cl:22])[cH:21]3)[CH2:11]2)[cH:6]1.[CH3:47][c:48]1[cH:49][cH:50][cH:51][cH:52][cH:53]1.[NH2:27][C:28](=[O:29])[CH:30]1[CH2:31][CH2:32]1.[OH:33][C:34]([C:35]([F:36])([F:37])[F:38])=[O:39]>>[CH3:1][c:2]1[c:3]([CH2:25][NH:27][C:28](=[O:29])[CH:30]2[CH2:31][CH2:32]2)[o:4][c:5]([C:7]2=[N:8][O:9][C:10]([C:12]([F:13])([F:14])[F:15])([c:16]3[cH:17][c:18]([Cl:24])[c:19]([Cl:23])[c:20]([Cl:22])[cH:21]3)[CH2:11]2)[cH:6]1. Reactants: ICCCCC (1-Iodopentane), C([O-])([O-])=O.[K+].[K+] (potassium carbonate), C1(=CC=CC=C1)C=1C(NC(N2C1SCCC2)=O)=O (9-phenyl-3,4-dihydro-2H,6H-pyrimido[6,1-b][1,3]thiazine-6,8(7H)-dione). The solvent is CN(C)C=O (DMF). The product is C(CCCC)N1C(N2C(SCCC2)=C(C1=O)C1=CC=CC=C1)=O (7-Pentyl-9-phenyl-3,4-dihydro-2H,6H-pyrimido[6,1-b][1,3]thiazine-6,8(7H)-dione). Yield: 64.6%. Reaction SMILES: I[CH2:2][CH2:3][CH2:4][CH2:5][CH3:6].C(=O)([O-])[O-].[K+].[K+].[C:13]1([C:19]2[C:20](=[O:30])[NH:21][C:22](=[O:29])[N:23]3[CH2:28][CH2:27][CH2:26][S:25][C:24]=23)[CH:18]=[CH:17][CH:16]=[CH:15][CH:14]=1>CN(C=O)C>[CH2:2]([N:21]1[C:20](=[O:30])[C:19]([C:13]2[CH:18]=[CH:17][CH:16]=[CH:15][CH:14]=2)=[C:24]2[S:25][CH2:26][CH2:27][CH2:28][N:23]2[C:22]1=[O:29])[CH2:3][CH2:4][CH2:5][CH3:6] |f:1.2.3|. Procedure: 1-Iodopentane (2.29 g), potassium carbonate (1.28 g) and 9-phenyl-3,4-dihydro-2H,6H-pyrimido[6,1-b][1,3]thiazine-6,8(7H)-dione (2 g) in DMF (30 ml) were stirred at 100° C. for 15 hours. The reaction solution was concentrated to dryness, and the residue was purified by column chromatography on silica gel. The obtained crude crystals were recrystalized from ethyl acetate-hexane to give colorless crystals (1.64 g, 65%). Starting materials: [N+](=O)(O)[O-] (nitric acid), S(O)(O)(=O)=O (sulfuric acid), OCCOCC([N+](=O)[O-])([N+](=O)[O-])[N+](=O)[O-] (2,2,2-Trinitroethyl 2-hydroxyethyl ether). Solvent: C(Cl)Cl (methylene chloride). Conditions: time 3 hour. Yields the product O([N+](=O)[O-])CCOCC([N+](=O)[O-])([N+](=O)[O-])[N+](=O)[O-] (2,2,2-trinitroethyl 2-nitroxyethyl ether). RXN SMILES: [OH:1][CH2:2][CH2:3][O:4][CH2:5][C:6]([N+:13]([O-:15])=[O:14])([N+:10]([O-:12])=[O:11])[N+:7]([O-:9])=[O:8].[N+:16]([O-])([OH:18])=[O:17].S(=O)(=O)(O)O>C(Cl)Cl>[O:1]([CH2:2][CH2:3][O:4][CH2:5][C:6]([N+:13]([O-:15])=[O:14])([N+:7]([O-:9])=[O:8])[N+:10]([O-:12])=[O:11])[N+:16]([O-:18])=[O:17]. Procedure details: The dried solution of 2,2,2-trinitroethyl 2-hydroxyethyl ether produced in example 3 was diluted to 200 ml with methylene chloride and this solution was slowly added with cooling below 5° C. (ice bath) to a vigorously stirred nitrating solution (prepared by slowly adding 136 ml of 90% nitric acid to 272 ml of concentrated sulfuric acid with cooling). The nitration mixture was vigorously stirred at room temperature for 3 hours before it was poured onto ice. The organic layer was separated, washed... As a reaction SMILES: [CH3:18][O:19][c:20]1[cH:21][c:22]([NH2:26])[cH:23][cH:24][cH:25]1.[Cl:1][c:2]1[n:3][c:4](-[c:12]2[cH:13][n:14][cH:15][cH:16][cH:17]2)[n:5][c:6]([C:8]([F:9])([F:10])[F:11])[cH:7]1>>[c:2]1([NH:26][c:22]2[cH:21][c:20]([O:19][CH3:18])[cH:25][cH:24][cH:23]2)[n:3][c:4](-[c:12]2[cH:13][n:14][cH:15][cH:16][cH:17]2)[n:5][c:6]([C:8]([F:9])([F:10])[F:11])[cH:7]1. Product: COc1cccc(Nc2cc(C(F)(F)F)nc(-c3cccnc3)n2)c1. Starting materials: COc1cccc(N)c1, FC(F)(F)c1cc(Cl)nc(-c2cccnc2)n1. RXN SMILES: [CH3:1][C:2]1[CH:3]=[CH:4][C:5]([O:11][CH2:12][C:13]2[CH:18]=[CH:17][CH:16]=[CH:15][CH:14]=2)=[C:6]([CH:10]=1)[C:7]([OH:9])=O.[N:19]1[CH:24]=[CH:23][CH:22]=[C:21]([NH2:25])[CH:20]=1.C1C=CC2N(O)N=NC=2C=1.C(Cl)CCl>CN(C=O)C.O>[CH3:1][C:2]1[CH:3]=[CH:4][C:5]([O:11][CH2:12][C:13]2[CH:18]=[CH:17][CH:16]=[CH:15][CH:14]=2)=[C:6]([CH:10]=1)[C:7]([NH:25][C:21]1[CH:20]=[N:19][CH:24]=[CH:23][CH:22]=1)=[O:9]. Procedure: A solution of 5-methyl-2-[(phenylmethyl)oxy]benzoic acid (may be prepared as described in Description 9; 400 mg, 1.65 mmol), 3-pyridinamine (311 mg, 3.30 mmol), HOBT (379 mg, 2.48 mmol) and EDC (475 mg, 2.48 mmol) in DMF (5 ml) was stirred at room temperature overnight. The reaction mixture was poured into water (20 ml), filtered and the solid was washed by water and dried to yield the title compound as a white solid. 220 mg. Yields the product CC=1C=CC(=C(C(=O)NC=2C=NC=CC2)C1)OCC1=CC=CC=C1 (5-Methyl-2-[(phenylmethyl)oxy]-N-3-pyridinylbenzamide). The reactants are CC=1C=CC(=C(C(=O)O)C1)OCC1=CC=CC=C1 (5-methyl-2-[(phenylmethyl)oxy]benzoic acid), N1=CC(=CC=C1)N (3-pyridinamine), C=1C=CC2=C(C1)N=NN2O (HOBT), C(CCl)Cl (EDC). Run in CN(C)C=O (DMF), O (water). The reactants are N[C@@H]1CN(C2=NC=C(C=C2C1)OC1=CC=CC=C1)O ((3S)-3-Amino-1-hydroxy-6-phenoxy-3,4-dihydro-1,8-naphthyridin), Cl (HCl), CCOCC (Et2O). Conditions: time 66 hour. Yields the product N[C@@H]1C(N(C2=NC=C(C=C2C1)OC1=CC=CC=C1)O)=O ((3S)-3-amino-1-hydroxy-6-phenoxy-3,4-dihydro-1,8-naphthyridin-2(1H)-one). Isolated yield 61.0%. As a reaction SMILES: [NH2:1][C@H:2]1[CH2:11][C:10]2[C:5](=[N:6][CH:7]=[C:8]([O:12][C:13]3[CH:18]=[CH:17][CH:16]=[CH:15][CH:14]=3)[CH:9]=2)[N:4]([OH:19])[CH2:3]1.Cl.CC[O:23]CC>>[NH2:1][C@H:2]1[CH2:11][C:10]2[C:5](=[N:6][CH:7]=[C:8]([O:12][C:13]3[CH:18]=[CH:17][CH:16]=[CH:15][CH:14]=3)[CH:9]=2)[N:4]([OH:19])[C:3]1=[O:23]. Procedure: (3S)-3-Amino-1-hydroxy-6-phenoxy-3,4-dihydro-1,8-naphthyridin-2(1H-one (67) tert-Butyl {(3S)-1-[(tert-butoxycarbonyl)oxy]-2-oxo-6-phenoxy-1,2,3,4-tetrahydro-1,8-naphthyridin-3-yl}carbamate (66) (240 mg, 0.509 mmol) was treated with a solution of HCl in Et2O (2 M, 2 mL) and allowed to stir at RT for 66 h. The solvent was removed under reduced pressure, and the residue was dissolved in a solution of 1:4 (1:9 NH4OH: CH3OH): dichloromethane (0.5 mL). This solution was subjected to silica gel chromat... The reactants are C(C)(C)(C)OC(=O)N(CCOC)CC=1C=CC(=NC1)C1=CC2=NC=CC(=C2S1)OC1=C(C=C(C=C1)NC(C(F)(F)F)C(C(=O)OCC)C(=O)OCC)F (diethyl 2-(1-(4-(2-(5-((tert-butoxycarbonyl(2-methoxyethyl)amino)methyl)-pyridin-2-yl)thieno[3,2-b]pyridin-7-yloxy)-3-fluorophenylamino)-2,2,2-trifluoroethyl)-malonate). Solvent: CCO (EtOH). Conditions: time 8 hour. Product: C(C)(C)(C)OC(=O)N(CCOC)CC=1C=CC(=NC1)C1=CC2=NC=CC(=C2S1)OC1=C(C=C(C=C1)NC(C(F)(F)F)C(C(=O)O)C(=O)O)F (2-(1-(4-(2-(5-((tert-butoxycarbonyl(2-methoxyethyl)amino)methyl)pyridin-2-yl)thieno[3,2-b]pyridin-7-yloxy)-3-fluorophenylamino)-2,2,2-trifluoroethyl)malonic acid). RXN SMILES: [C:1]([O:5][C:6]([N:8]([CH2:13][C:14]1[CH:15]=[CH:16][C:17]([C:20]2[S:28][C:27]3[C:22](=[N:23][CH:24]=[CH:25][C:26]=3[O:29][C:30]3[CH:35]=[CH:34][C:33]([NH:36][CH:37]([CH:42]([C:48]([O:50]CC)=[O:49])[C:43]([O:45]CC)=[O:44])[C:38]([F:41])([F:40])[F:39])=[CH:32][C:31]=3[F:53])[CH:21]=2)=[N:18][CH:19]=1)[CH2:9][CH2:10][O:11][CH3:12])=[O:7])([CH3:4])([CH3:3])[CH3:2]>CCO>[C:1]([O:5][C:6]([N:8]([CH2:13][C:14]1[CH:15]=[CH:16][C:17]([C:20]2[S:28][C:27]3[C:22](=[N:23][CH:24]=[CH:25][C:26]=3[O:29][C:30]3[CH:35]=[CH:34][C:33]([NH:36][CH:37]([CH:42]([C:43]([OH:45])=[O:44])[C:48]([OH:50])=[O:49])[C:38]([F:41])([F:39])[F:40])=[CH:32][C:31]=3[F:53])[CH:21]=2)=[N:18][CH:19]=1)[CH2:9][CH2:10][O:11][CH3:12])=[O:7])([CH3:4])([CH3:2])[CH3:3]. Procedure details: A solution of 16 (1.794 g, 2.346 mmol) in a mixture of EtOH/1N NaOH (25 mL/11.7 mL) was stirred at RT overnight. The reaction mixture was then concentrated, diluted with water and the pH was adjusted to 3-4 by addition of 1N HCl. The resulting suspension was stirred for 30 min, and the solid was collected by filtration, rinsed with water, air-dried and dried under high vacuum to afford the title compound 17 (1.217 g; mixed with the acid 18) as a pale yellow fluffy solid. MS (m/z): 665.5 and 709.... RXN SMILES: [CH:1]([C:3]1[N:4]=[C:5]([F:27])[N:6]([C:8]([C:21]2[CH:26]=[CH:25][CH:24]=[CH:23][CH:22]=2)([C:15]2[CH:20]=[CH:19][CH:18]=[CH:17][CH:16]=2)[C:9]2[CH:14]=[CH:13][CH:12]=[CH:11][CH:10]=2)[CH:7]=1)=O.Cl.[NH2:29][OH:30].N1C=CC=CC=1>C(O)C>[F:27][C:5]1[N:6]([C:8]([C:15]2[CH:16]=[CH:17][CH:18]=[CH:19][CH:20]=2)([C:9]2[CH:10]=[CH:11][CH:12]=[CH:13][CH:14]=2)[C:21]2[CH:26]=[CH:25][CH:24]=[CH:23][CH:22]=2)[CH:7]=[C:3]([CH:1]=[N:29][OH:30])[N:4]=1 |f:1.2|. The product is FC=1N(C=C(N1)C=NO)C(C1=CC=CC=C1)(C1=CC=CC=C1)C1=CC=CC=C1 (2-fluoro-4-hydroxyiminomethyl-1-triphenylmethylimidazole). The solvent is C(C)O (ethanol). Reaction conditions: time 18 hour. Procedure: To a stirred mixture of 4-formyl-2-fluoro-1-triphenylmethylimidazole (0.356 g.) and hydroxylamine hydrochloride (0.035 g.) in ethanol (4 ml.) was added pyridine (0.2 ml.). Stirring was continued at ambient temperature for 18 hours and the precipitated solid was filtered to give 2-fluoro-4-hydroxyiminomethyl-1-triphenylmethylimidazole, m.p. 147°-149°. Further amounts of product could be isolated from the mother liquors. Reactants: C(=O)C=1N=C(N(C1)C(C1=CC=CC=C1)(C1=CC=CC=C1)C1=CC=CC=C1)F (4-formyl-2-fluoro-1-triphenylmethylimidazole), Cl.NO (hydroxylamine hydrochloride), N1=CC=CC=C1 (pyridine).